This data is from the Open Reaction Database (ORD), a public repository of structured organic reaction records. The task is: describe an organic reaction: reactants, conditions, products, and yield The reactants are C1=NC=CC2=C(C=CC=C12)C#CN1C2=C(C=3C=C(C=CC13)C)CN(CC2)C (5-isoquinolin-5-ylethynyl-2,8-dimethyl-2,3,4,5-tetrahydro-1H-pyrido[4,3-b]indole), C(=O)[O-].[NH4+] (ammonium formate). Reagents/catalysts: [Pd] (Pd—C). The solvent is CO (MeOH). Product: CN1CC2=C(N(C=3C=CC(=CC23)C)CCC2=C3CCNCC3=CC=C2)CC1 (2,8-dimethyl-5-[2-(1,2,3,4-tetrahydro-isoquinolin-5-yl)-ethyl]-2,3,4,5-tetrahydro-1H-pyrido[4,3-b]indole). The yield is 24.4%. RXN SMILES: [CH:1]1[C:10]2[C:5](=[C:6]([C:11]#[C:12][N:13]3[C:21]4[CH:20]=[CH:19][C:18]([CH3:22])=[CH:17][C:16]=4[C:15]4[CH2:23][N:24]([CH3:27])[CH2:25][CH2:26][C:14]3=4)[CH:7]=[CH:8][CH:9]=2)[CH:4]=[CH:3][N:2]=1.C([O-])=O.[NH4+]>CO.[Pd]>[CH3:27][N:24]1[CH2:25][CH2:26][C:14]2[N:13]([CH2:12][CH2:11][C:6]3[CH:7]=[CH:8][CH:9]=[C:10]4[C:5]=3[CH2:4][CH2:3][NH:2][CH2:1]4)[C:21]3[CH:20]=[CH:19][C:18]([CH3:22])=[CH:17][C:16]=3[C:15]=2[CH2:23]1 |f:1.2|. Procedure: To a solution of 5-isoquinolin-5-ylethynyl-2,8-dimethyl-2,3,4,5-tetrahydro-1H-pyrido[4,3-b]indole (80 mg, 0.228 mmol) in MeOH (5 mL) were added 10% dry Pd—C (80 mg) and ammonium formate (72 mg, 1.14 mmol). The reaction mixture was refluxed for 4 h and filtered through Celite. The filtrate was concentrated under reduced pressure to afford crude product, which was purified by reverse phase HPLC to yield 20 mg of 2,8-dimethyl-5-[2-(1,2,3,4-tetrahydro-isoquinolin-5-yl)-ethyl]-2,3,4,5-tetrahydro-1H-p... Reactants: Cc1ccc(OCC(=O)O)cc1, CN(C)C=O, O=C(Cl)C(=O)Cl, ClCCl. Product: Cc1ccc(OCC(=O)Cl)cc1. RXN SMILES: [CH3:12][c:13]1[cH:14][cH:15][c:16]([O:17][CH2:18][C:19]([OH:20])=[O:21])[cH:22][cH:23]1.[CH3:7][N:8]([CH3:9])[CH:10]=[O:11].[Cl:1][C:2](=[O:3])[C:4](=[O:5])[Cl:6].[Cl:24][CH2:25][Cl:26]>>[Cl:1][C:2](=[O:3])[CH2:4][O:5][c:16]1[cH:15][cH:14][c:13]([CH3:12])[cH:23][cH:22]1. The reactants are BrC1=CC(=C(O1)C=C1C(NC2=CC=CC=C12)=O)C (3-((5-bromo-3-methylfuran-2-yl)methylene)indolin-2-one), COC(=O)C=1C=C(C=CC1)B(O)O (3-(methoxycarbonyl)phenylboronic acid), C(=O)([O-])[O-].[Cs+].[Cs+] (Cs2CO3). Reagents/catalysts: C1=CC=C(C=C1)P([C-]2C=CC=C2)C3=CC=CC=C3.C1=CC=C(C=C1)P([C-]2C=CC=C2)C3=CC=CC=C3.Cl[Pd]Cl.[Fe+2] (PdCl2(dppf)). Solvent: O (H2O), O.O1CCOCC1 (H2O dioxane). The product is CC=1C=C(OC1C=C1C(NC2=CC=CC=C12)=O)C=1C=C(C(=O)OC)C=CC1 (methyl 3-(4-methyl-5-((2-oxoindolin-3-ylidene)methyl)furan-2-yl)benzoate). As a reaction SMILES: Br[C:2]1[O:6][C:5]([CH:7]=[C:8]2[C:16]3[C:11](=[CH:12][CH:13]=[CH:14][CH:15]=3)[NH:10][C:9]2=[O:17])=[C:4]([CH3:18])[CH:3]=1.[CH3:19][O:20][C:21]([C:23]1[CH:24]=[C:25](B(O)O)[CH:26]=[CH:27][CH:28]=1)=[O:22].C([O-])([O-])=O.[Cs+].[Cs+]>O.O1CCOCC1.O.C1C=CC(P(C2C=CC=CC=2)[C-]2C=CC=C2)=CC=1.C1C=CC(P(C2C=CC=CC=2)[C-]2C=CC=C2)=CC=1.Cl[Pd]Cl.[Fe+2]>[CH3:18][C:4]1[CH:3]=[C:2]([C:27]2[CH:28]=[C:23]([CH:24]=[CH:25][CH:26]=2)[C:21]([O:20][CH3:19])=[O:22])[O:6][C:5]=1[CH:7]=[C:8]1[C:16]2[C:11](=[CH:12][CH:13]=[CH:14][CH:15]=2)[NH:10][C:9]1=[O:17] |f:2.3.4,5.6,8.9.10.11|. Procedure details: A solution of 3-((5-bromo-3-methylfuran-2-yl)methylene)indolin-2-one (125 mg, 0.41 mmol), 3-(methoxycarbonyl)phenylboronic acid (115 mg, 0.64 mmol), Cs2CO3 (270 mg, 0.83 mmol) and PdCl2(dppf) (16 mg, 0.02 mmol) in H2O/dioxane (5%, 5 mL) was heated at reflux for 1 h. The reaction mixture was diluted with H2O (150 mL) and extracted with EtOAc (3×100 mL). The organic layer was washed with brine (100 mL) and dried over Na2SO4 and concentrated to yield the desired methyl 3-(4-methyl-5-((2-oxoindolin-... Reactants: BrC1=CC2=CC(=CC=C2C=C1)SC (2-bromo-7-(methylsulfanyl)naphthalene), [Li]CCCC (n-BuLi), C(=O)=O (CO2). The solvent is C1CCOC1 (THF). Conditions: temperature -78 celsius. The product is CSC1=CC=C2C=CC(=CC2=C1)C(=O)O (7-(methylsulfanyl)-2-naphthoic acid). Isolated yield 79.0%. As a reaction SMILES: Br[C:2]1[CH:11]=[CH:10][C:9]2[C:4](=[CH:5][C:6]([S:12][CH3:13])=[CH:7][CH:8]=2)[CH:3]=1.[Li]CCCC.[C:19](=[O:21])=[O:20]>C1COCC1>[CH3:13][S:12][C:6]1[CH:5]=[C:4]2[C:9]([CH:10]=[CH:11][C:2]([C:19]([OH:21])=[O:20])=[CH:3]2)=[CH:8][CH:7]=1. Procedure details: A stirred solution of 199 (850 mg, 3.36 mmol) in THF (10 mL) was treated at −78° C. with n-BuLi (2.5 M in hexanes, 1.48 mL, 3.70 mmol) under N2. The mixture was stirred at −78° C. for 15 nm in, then treated with excess CO2(g) and allowed to warm to room temperature. The solvent was removed under reduced pressure, and the residue was partitioned between water and EtOAc. The aqueous layer was acidified, and the resulting solid was crystallised from MeOH to give 7-(methylsulfanyl)-2-naphthoic acid ... The reactants are FC1=CC=C(CC=2C=C(CC3=C(C=C(C=C3C)NC(C(=O)OCC)=O)C)C=CC2OC)C=C1 (ethyl ({4-[3-(4-fluorobenzyl)-4-methoxybenzyl]-3,5-dimethylphenyl}amino)(oxo)-acetate), B(Br)(Br)Br (BBr3), ice water, B(Br)(Br)Br (BBr3). Solvent: ClCCl (dichloromethane). Conditions: temperature -78 celsius, time 8 hour. Product: FC1=CC=C(CC=2C=C(CC3=C(C=C(C=C3C)NC(C(=O)O)=O)C)C=CC2O)C=C1 (({4-[3-(4-fluorobenzyl)-4-hydroxy-benzyl]-3,5-dimethylphenyl}amino)(oxo)acetic acid). Isolated yield 56.9%. Reaction SMILES: [F:1][C:2]1[CH:33]=[CH:32][C:5]([CH2:6][C:7]2[CH:8]=[C:9]([CH:27]=[CH:28][C:29]=2[O:30]C)[CH2:10][C:11]2[C:16]([CH3:17])=[CH:15][C:14]([NH:18][C:19](=[O:25])[C:20]([O:22]CC)=[O:21])=[CH:13][C:12]=2[CH3:26])=[CH:4][CH:3]=1.B(Br)(Br)Br>ClCCl>[F:1][C:2]1[CH:3]=[CH:4][C:5]([CH2:6][C:7]2[CH:8]=[C:9]([CH:27]=[CH:28][C:29]=2[OH:30])[CH2:10][C:11]2[C:16]([CH3:17])=[CH:15][C:14]([NH:18][C:19](=[O:25])[C:20]([OH:22])=[O:21])=[CH:13][C:12]=2[CH3:26])=[CH:32][CH:33]=1. Procedure details: 102 mg (0.22 mmol) of ethyl ({4-[3-(4-fluorobenzyl)-4-methoxybenzyl]-3,5-dimethylphenyl}amino)(oxo)acetate (Example 3) in 5 ml of dichloromethane at −78° C. under argon are treated slowly with 65 mg (0.25 mmol) of BBr3. The reaction mixture is stirred overnight while reaching room temperature. It is again cooled to −78° C. and a further 65 mg (0.25 mmol) of BBr3 is added. The mixture is stirred at room temperature for 2 hours. Pouring into ice-water, stirring for 2 hours, extraction with dichlor... Reactants: COC(=O)C=Cc1cn(C2OC(CO)C(O)C2F)c(=O)[nH]c1=O, Cl, [Na+], [OH-]. Yields the product O=C(O)C=Cc1cn(C2OC(CO)C(O)C2F)c(=O)[nH]c1=O. Reaction SMILES: [CH3:1][O:2][C:3]([CH:4]=[CH:5][c:6]1[c:7](=[O:22])[nH:8][c:9](=[O:21])[n:10]([CH:11]2[CH:12]([F:19])[CH:13]([OH:14])[CH:15]([CH2:16][OH:17])[O:18]2)[cH:20]1)=[O:23].[ClH:26].[Na+:25].[OH-:24]>>[O:2]=[C:3]([CH:4]=[CH:5][c:6]1[c:7](=[O:22])[nH:8][c:9](=[O:21])[n:10]([CH:11]2[CH:12]([F:19])[CH:13]([OH:14])[CH:15]([CH2:16][OH:17])[O:18]2)[cH:20]1)[OH:23]. The reactants are C(C)(=O)OC(C#CCNS(=O)(=O)C)COC1=CC=C(C=C1)F (N-[4-acetoxy-5-(4-fluorophenoxy)- 2-pentynyl]methanesulfonamide), BrCC#CCCCC(=O)OCC (ethyl 7-bromo-5-heptynoate), ethyl 7-{N-[4 -acetoxy-5-(4-fluorophenoxy)-2-pentynyl]methanesulfonamide} -heptanoate, C(C)(=O)OC(CCCNS(=O)(=O)C)COC1=CC=C(C=C1)F (N-[4-acetoxy-5-(4-fluorophenoxy)pentyl]methanesulfonamide), BrCCCCCCC(=O)OCC (ethyl 7-bromoheptanoate). Yields the product OC(C#CCN(S(=O)(=O)C)CCCCCCC(=O)O)COC1=CC=C(C=C1)F (7-{N-[4-hydroxy-5-(4-fluorophenoxy)- 2-pentynyl]methanesulfonamido]heptanoic acid). Reaction SMILES: C([O:4][CH:5]([CH2:14][O:15][C:16]1[CH:21]=[CH:20][C:19]([F:22])=[CH:18][CH:17]=1)[C:6]#[C:7][CH2:8][NH:9][S:10]([CH3:13])(=[O:12])=[O:11])(=O)C.C(OC(COC1C=CC(F)=CC=1)CCCNS(C)(=O)=O)(=O)C.Br[CH2:46][CH2:47][CH2:48][CH2:49][CH2:50][CH2:51][C:52]([O:54]CC)=[O:53].BrCC#CCCCC(OCC)=O>>[OH:4][CH:5]([CH2:14][O:15][C:16]1[CH:17]=[CH:18][C:19]([F:22])=[CH:20][CH:21]=1)[C:6]#[C:7][CH2:8][N:9]([CH2:46][CH2:47][CH2:48][CH2:49][CH2:50][CH2:51][C:52]([OH:54])=[O:53])[S:10]([CH3:13])(=[O:11])=[O:12]. Procedure details: This compound is prepared by the procedure described in Example 2, Step I, except that N-[4-acetoxy-5-(4-fluorophenoxy)- 2-pentynyl]methanesulfonamide is substituted for the N-[4-acetoxy-5-(4-fluorophenoxy)pentyl]methanesulfonamide and ethyl 7-bromoheptanoate is substituted for ethyl 7-bromo-5-heptynoate. The product is thus ethyl 7-{N-[4 -acetoxy-5-(4-fluorophenoxy)-2-pentynyl]methanesulfonamide} -heptanoate. The subsequent hydrolysis (Example 2, Step J) affords the subject compound. Starting materials: CC1=C(C(=O)OC)C(=CC(=C1F)Br)Br (methyl 2-methyl-3-fluoro-4,6-dibromobenzoate), C(C)O (ethanol), aqueous solution, [OH-].[Na+] (sodium hydroxide). The solvent is O (water). Product: CC1=C(C(=O)O)C(=CC(=C1F)Br)Br (2-methyl-3-fluoro-4,6-dibromobenzoic acid). The yield is 84.4%. As a reaction SMILES: [CH3:1][C:2]1[C:11]([F:12])=[C:10]([Br:13])[CH:9]=[C:8]([Br:14])[C:3]=1[C:4]([O:6]C)=[O:5].C(O)C.[OH-].[Na+]>O>[CH3:1][C:2]1[C:11]([F:12])=[C:10]([Br:13])[CH:9]=[C:8]([Br:14])[C:3]=1[C:4]([OH:6])=[O:5] |f:2.3|. Procedure details: To methyl 2-methyl-3-fluoro-4,6-dibromobenzoate (75.5 g) are added ethanol (460 ml) and 10% aqueous solution of sodium hydroxide (460 ml) and the mixture is refluxed for 2 hours. After cooling, the reaction mixture is diluted with water and extracted with diethyl ether. The aqueous layer is made acidic with conc. hydrochloric acid and extracted with diethyl ether. The solvent is concentrated to give 2-methyl-3-fluoro-4,6-dibromobenzoic acid (61 g), m.p. 144°-146° C. Starting materials: P(=O)(Cl)(Cl)Cl (phosphorus oxychloride), [OH-].[Na+] (sodium hydroxide), CN(C=O)C (dimethylformamide), CN(C1=CC=CC=C1)C (dimethylaniline). Run in ice water. Reaction conditions: temperature 90 celsius, time 2 hour. Yields the product CN(C1=CC=C(C=O)C=C1)C (4-dimethylaminobenzaldehyde). Yield: 89.1%. As a reaction SMILES: P(Cl)(Cl)(Cl)=O.CN(C)[CH:8]=[O:9].[CH3:11][N:12]([CH3:19])[C:13]1[CH:18]=[CH:17][CH:16]=[CH:15][CH:14]=1.[OH-].[Na+]>>[CH3:11][N:12]([CH3:19])[C:13]1[CH:18]=[CH:17][C:16]([CH:8]=[O:9])=[CH:15][CH:14]=1 |f:3.4|. Procedure details: 83.0 g (0.54 mole) of phosphorus oxychloride was slowly added, drop by drop, to 33.3 g (0.45 mole) of dimethylformamide under cooling with ice. After stirring for a while, 55 g (0.45 mole) of dimethylaniline was added dropwise thereto and the resulting reaction mixture was stirred at 90° C. for 2 hours. The catalyst was slowly decomposed by the addition of 200 ml of ice water and the resulting mixture was made weakly alkaline by the addition of 350 g of a 20% aqueous sodium hydroxide solution. A...